From a dataset of the Open Reaction Database (ORD), a public repository of structured organic reaction records. describe an organic reaction: reactants, conditions, products, and yield The reactants are C(C)(C)(C)OC(=O)N1C(=CC=2C(=CC=CC12)C(=O)OCC1=CC=CC=C1)CO (benzyl 1-tert-butoxycarbonyl-2-hydroxymethylindole-4-carboxylate), C1(C=2C(C(N1)=O)=CC=CC2)=O (phthalimide), C1(=CC=CC=C1)P(C1=CC=CC=C1)C1=CC=CC=C1 (triphenylphosphine), N(=NC(=O)OCC)C(=O)OCC (diethyl azodicarboxylate). Solvent: O1CCCC1 (tetrahydrofuran). Run at time 1 hour. The product is C(C)(C)(C)OC(=O)N1C(=CC=2C(=CC=CC12)C(=O)OCC1=CC=CC=C1)CN1C(C=2C(C1=O)=CC=CC2)=O (benzyl 1-tert-butoxycarbonyl-2-phthalimidomethylindole-4-carboxylate). Isolated yield 70.8%. RXN SMILES: [C:1]([O:5][C:6]([N:8]1[C:16]2[CH:15]=[CH:14][CH:13]=[C:12]([C:17]([O:19][CH2:20][C:21]3[CH:26]=[CH:25][CH:24]=[CH:23][CH:22]=3)=[O:18])[C:11]=2[CH:10]=[C:9]1[CH2:27]O)=[O:7])([CH3:4])([CH3:3])[CH3:2].[C:29]1(=[O:39])[NH:33][C:32](=[O:34])[C:31]2=[CH:35][CH:36]=[CH:37][CH:38]=[C:30]12.C1(P(C2C=CC=CC=2)C2C=CC=CC=2)C=CC=CC=1.N(C(OCC)=O)=NC(OCC)=O>O1CCCC1>[C:1]([O:5][C:6]([N:8]1[C:16]2[CH:15]=[CH:14][CH:13]=[C:12]([C:17]([O:19][CH2:20][C:21]3[CH:26]=[CH:25][CH:24]=[CH:23][CH:22]=3)=[O:18])[C:11]=2[CH:10]=[C:9]1[CH2:27][N:33]1[C:29](=[O:39])[C:30]2=[CH:38][CH:37]=[CH:36][CH:35]=[C:31]2[C:32]1=[O:34])=[O:7])([CH3:4])([CH3:3])[CH3:2]. Reported procedure: To a solution of benzyl 1-tert-butoxycarbonyl-2-hydroxymethylindole-4-carboxylate (465 mg), phthalimide (179 mg) and triphenylphosphine (640 mg) in tetrahydrofuran (15.0 ml) was added diethyl azodicarboxylate (425 mg) and the mixture was stirred at ambient temperature for 1 hour. The resulting mixture was concentrated in vacuo and the residue was chromatographed on silica gel with n-hexane:ethyl acetate (6:1). The solid was triturated with methanol to give benzyl 1-tert-butoxycarbonyl-2-phthalim...